The task is: describe an organic reaction: reactants, conditions, products, and yield. This data is from the Open Reaction Database (ORD), a public repository of structured organic reaction records. The reactants are FC(C(C(F)(F)F)(CCC[C@@H](C)[C@H]1CC[C@H]2[C@@H]3CC=C4C[C@@H](O)CC[C@]4(C)[C@H]3CC[C@]12C)O)(F)F (26,26,26,27,27,27-Hexafluoro-25-hydroxycholesterol), C(#N)C1=C(C(=O)C(=C(C1=O)Cl)Cl)C#N (DDQ). The solvent is O1CCOCC1 (dioxane). Run at time 15 hour. Yields the product FC(C(C(F)(F)F)(CCC[C@@H](C)[C@H]1CC[C@H]2[C@@H]3C=CC4=CC(C=C[C@]4(C)[C@H]3CC[C@]12C)=O)O)(F)F (26,26,26,27,27,27-Hexafluoro-25-hydroxycholest-1,4,6-trien-3-one). As a reaction SMILES: [F:1][C:2]([F:35])([F:34])[C:3]([OH:33])([CH2:8][CH2:9][CH2:10][C@H:11]([C@@H:13]1[C@:31]2([CH3:32])[C@H:16]([C@H:17]3[C@H:28]([CH2:29][CH2:30]2)[C@:26]2([CH3:27])[C:20]([CH2:21][C@H:22]([CH2:24][CH2:25]2)[OH:23])=[CH:19][CH2:18]3)[CH2:15][CH2:14]1)[CH3:12])[C:4]([F:7])([F:6])[F:5].C(C1C(=O)C(Cl)=C(Cl)C(=O)C=1C#N)#N>O1CCOCC1>[F:1][C:2]([F:34])([F:35])[C:3]([OH:33])([CH2:8][CH2:9][CH2:10][C@H:11]([C@@H:13]1[C@:31]2([CH3:32])[C@H:16]([C@H:17]3[C@H:28]([CH2:29][CH2:30]2)[C@:26]2([CH3:27])[C:20](=[CH:21][C:22](=[O:23])[CH:24]=[CH:25]2)[CH:19]=[CH:18]3)[CH2:15][CH2:14]1)[CH3:12])[C:4]([F:5])([F:7])[F:6]. Procedure: A mixture of (2) (893 mg) and DDQ (2.2 g) in dioxane (50 ml) was stirred for 15 hr at 80°-90° C. and then refluxed for 4 hr. After cooling to room temperature the precipitate was filtered off and the filtrate was diluted with ether which was successively washed with 1 N-KOH and brine. The extract was purified by silica gel column (AcOEt-n-hexane, 1:20 to give 490 mg (55%) of the trienone (3); mp 166°-168° C. (from AcOEt-cyclohexane), MS m/e 504(M+), 489; IR(KBr), 3180, 1650, 1595 cm-1 ; NMR(CDCl...